Dataset: the Open Reaction Database (ORD), a public repository of structured organic reaction records. Task: describe an organic reaction: reactants, conditions, products, and yield The solvent is O (water), O1CCCC1 (tetrahydrofuran), C(C)(=O)OCC.CCCCCC (ethyl acetate hexane). Conditions: time 30 minute. Yield: 85.0%. RXN SMILES: [Br:1][C:2]1[CH:3]=[C:4]2[C:8](=[CH:9][CH:10]=1)[NH:7][CH:6]=[CH:5]2.[C:11](Cl)(=[O:15])[C:12](Cl)=[O:13].[CH3:17][NH:18][CH3:19]>O1CCCC1.O.C(OCC)(=O)C.CCCCCC>[Br:1][C:2]1[CH:3]=[C:4]2[C:8](=[CH:9][CH:10]=1)[NH:7][CH:6]=[C:5]2[C:11](=[O:15])[C:12]([N:18]([CH3:19])[CH3:17])=[O:13] |f:5.6|. Yields the product BrC=1C=C2C(=CNC2=CC1)C(C(=O)N(C)C)=O (5-bromo-N,N-dimethyl-α-oxo-1H-indole-3-acetamide). Procedure: To a solution of 5-bromoindole (15.85 g, 81 mmol) in tetrahydrofuran (80 ml) at 0-5° C. under an atmosphere of nitrogen was added oxalyl chloride (7.76 ml 89 mmol) dropwise, maintaining the temperature below 5° C. The cloudy solution was then warmed to ambient temperature and stirred for 30 min, before being re-cooled to 0-5° C. The solution was then saturated with anhydrous dimethylamine for 30 min, which resulted in formation of a yellow precipitate. The slurry was then warmed to ambient tempe... Starting materials: BrC=1C=C2C=CNC2=CC1 (5-bromoindole), C(C(=O)Cl)(=O)Cl (oxalyl chloride), CNC (dimethylamine). Reactants: NC(CCCCC(=O)OC)C1=C(C=CC=C1OC)OC (methyl 6-amino-6-(2,6-dimethoxyphenyl)hexanoate), N1=C(C=CC2=CC=CC=C12)C=O (quinoline-2-carbaldehyde). Yields the product COC1=C(C(=CC=C1)OC)C1CCCCC(N1CC1=NC2=CC=CC=C2C=C1)=O (7-(2,6-dimethoxyphenyl)-1-(quinolin-2-ylmethyl)azepan-2-one). As a reaction SMILES: [NH2:1][CH:2]([C:11]1[C:16]([O:17][CH3:18])=[CH:15][CH:14]=[CH:13][C:12]=1[O:19][CH3:20])[CH2:3][CH2:4][CH2:5][CH2:6][C:7]([O:9]C)=O.[N:21]1[C:30]2[C:25](=[CH:26][CH:27]=[CH:28][CH:29]=2)[CH:24]=[CH:23][C:22]=1[CH:31]=O>>[CH3:20][O:19][C:12]1[CH:13]=[CH:14][CH:15]=[C:16]([O:17][CH3:18])[C:11]=1[CH:2]1[N:1]([CH2:31][C:22]2[CH:23]=[CH:24][C:25]3[C:30](=[CH:29][CH:28]=[CH:27][CH:26]=3)[N:21]=2)[C:7](=[O:9])[CH2:6][CH2:5][CH2:4][CH2:3]1. Procedure details: Prepared according to the described general procedure 1 (GP1) by reaction of methyl 6-amino-6-(2,6-dimethoxyphenyl)hexanoate with commercially available quinoline-2-carbaldehyde. Subsequent purification by preparative HPLC afforded the target compound. LC-MS (conditions A): tR=0.63 min.; [M+H]+: 391.16 g/mol. Reactants: ICCCCCCCCCC (1-Iododecane), C12C(NC(C2C1)=O)=O (3-azabicyclo[3.1.0]hexane-2,4 dione), C([O-])([O-])=O.[K+].[K+] (potassium carbonate). Reagents/catalysts: [Br-].C(CCC)[N+](CCCC)(CCCC)CCCC (tetrabutylammonium bromide). Run in ClCCl (dichloromethane). Reaction conditions: time 24 hour. Product: C(CCCCCCCCC)N1C(C2CC2C1=O)=O (3-n-Decyl-3-azabicyclo[3.1.0]hexane-2,4-dione). As a reaction SMILES: I[CH2:2][CH2:3][CH2:4][CH2:5][CH2:6][CH2:7][CH2:8][CH2:9][CH2:10][CH3:11].[CH:12]12[CH2:17][CH:16]1[C:15](=[O:18])[NH:14][C:13]2=[O:19].C(=O)([O-])[O-].[K+].[K+]>[Br-].C([N+](CCCC)(CCCC)CCCC)CCC.ClCCl>[CH2:2]([N:14]1[C:15](=[O:18])[CH:16]2[CH:12]([CH2:17]2)[C:13]1=[O:19])[CH2:3][CH2:4][CH2:5][CH2:6][CH2:7][CH2:8][CH2:9][CH2:10][CH3:11] |f:2.3.4,5.6|. Procedure: 1-Iododecane (1.21 g) was added to a stirred mixture of 3-azabicyclo[3.1.0]hexane-2,4 dione (0.5 g), potassium carbonate (0.62 g) and tetrabutylammonium bromide (1.45 g) in dichloromethane (50 ml) at room temperature and the resulting mixture was stirred for 24 hours. The mixture was filtered and the filtrate was then washed with water (2×100 ml), dried (MgSO4) and evaporated in vacuo to give a brown oil. The oil was purified by column chromatography on silica gel (100 g) using hexane as eluant....